This data is from the Open Reaction Database (ORD), a public repository of structured organic reaction records. The task is: describe an organic reaction: reactants, conditions, products, and yield The reactants are O=C([O-])[O-], CCO, Cl, [K+], [K+], CCOC(=O)CC1CCCC(c2ccc(N=C(c3ccccc3)c3ccccc3)cc2)C1. Product: CCOC(=O)CC1CCCC(c2ccc(N)cc2)C1. As a reaction SMILES: [C:34](=[O:35])([O-:36])[O-:37].[CH3:40][CH2:41][OH:42].[ClH:1].[K+:38].[K+:39].[c:2]1([C:3]([c:4]2[cH:5][cH:6][cH:7][cH:8][cH:9]2)=[N:15][c:16]2[cH:17][cH:18][c:19]([CH:22]3[CH2:23][CH:24]([CH2:28][C:29](=[O:30])[O:31][CH2:32][CH3:33])[CH2:25][CH2:26][CH2:27]3)[cH:20][cH:21]2)[cH:10][cH:11][cH:12][cH:13][cH:14]1>>[NH2:15][c:16]1[cH:17][cH:18][c:19]([CH:22]2[CH2:23][CH:24]([CH2:28][C:29](=[O:30])[O:31][CH2:32][CH3:33])[CH2:25][CH2:26][CH2:27]2)[cH:20][cH:21]1.